From a dataset of the Open Reaction Database (ORD), a public repository of structured organic reaction records. describe an organic reaction: reactants, conditions, products, and yield The reactants are Cl, Cl, FC(F)(F)CNC(=S)N1CCOCC1, CCC(NC(=O)C(N)CC(C)C)C(O)c1nc2ccccc2o1, CCC(NC(=O)C(N)CC1CCCCC1)C(O)c1nc2ccccc2o1. Product: CCC(NC(=O)C(CC1CCCCC1)NC(=NCC(F)(F)F)N1CCOCC1)C(O)c1nc2ccccc2o1. Reaction SMILES: [ClH:15].[ClH:39].[F:1][C:2]([CH2:3][NH:4][C:5](=[S:6])[N:7]1[CH2:8][CH2:9][O:10][CH2:11][CH2:12]1)([F:13])[F:14].[o:16]1[c:17]2[cH:18][cH:19][cH:20][cH:21][c:22]2[n:23][c:24]1[CH:25]([OH:26])[CH:27]([NH:28][C:29](=[O:30])[CH:31]([NH2:32])[CH2:33][CH:34]([CH3:35])[CH3:36])[CH2:37][CH3:38].[o:40]1[c:41]([CH:49]([CH:50]([CH2:51][CH3:52])[NH:53][C:54]([CH:55]([CH2:56][CH:57]2[CH2:58][CH2:59][CH2:60][CH2:61][CH2:62]2)[NH2:63])=[O:64])[OH:65])[n:42][c:43]2[c:44]1[cH:45][cH:46][cH:47][cH:48]2>>[F:1][C:2]([CH2:3][N:4]=[C:5]([N:7]1[CH2:8][CH2:9][O:10][CH2:11][CH2:12]1)[NH:63][CH:55]([C:54]([NH:53][CH:50]([CH:49]([c:41]1[o:40][c:44]2[c:43]([n:42]1)[cH:48][cH:47][cH:46][cH:45]2)[OH:65])[CH2:51][CH3:52])=[O:64])[CH2:56][CH:57]1[CH2:58][CH2:59][CH2:60][CH2:61][CH2:62]1)([F:13])[F:14]. Reactants: C([O-])([O-])=O.[Cs+].[Cs+] (cesium carbonate), N1=C(C=CC=C1)NC1=CC=C(C=C1)O (4-(pyridin-2-ylamino)phenol), FC1=NC=CC=C1C1CC(CC1)(O)C (3-(2-fluoropyridin-3-yl)-1-methylcyclopentanol), CN1CCCC1=O (NMP). The solvent is C(C)(=O)OCC (ethyl acetate). Reaction conditions: temperature 200 celsius, time 15 minute. The product is CC1(CC(CC1)C=1C(=NC=CC1)OC1=CC=C(C=C1)NC1=NC=CC=C1)O (1-METHYL-3-(2-(4-(PYRIDIN-2-YLAMINO)PHENOXY)PYRIDIN-3-YL)CYCLOPENTANOL). As a reaction SMILES: C(=O)([O-])[O-].[Cs+].[Cs+].[N:7]1[CH:12]=[CH:11][CH:10]=[CH:9][C:8]=1[NH:13][C:14]1[CH:19]=[CH:18][C:17]([OH:20])=[CH:16][CH:15]=1.F[C:22]1[C:27]([CH:28]2[CH2:32][CH2:31][C:30]([CH3:34])([OH:33])[CH2:29]2)=[CH:26][CH:25]=[CH:24][N:23]=1.CN1C(=O)CCC1>C(OCC)(=O)C>[CH3:34][C:30]1([OH:33])[CH2:31][CH2:32][CH:28]([C:27]2[C:22]([O:20][C:17]3[CH:18]=[CH:19][C:14]([NH:13][C:8]4[CH:9]=[CH:10][CH:11]=[CH:12][N:7]=4)=[CH:15][CH:16]=3)=[N:23][CH:24]=[CH:25][CH:26]=2)[CH2:29]1 |f:0.1.2|. Procedure details: To a 20 mL microwave vial was added cesium carbonate (834 mg, 2.56 mmol), 4-(pyridin-2-ylamino)phenol (191 mg, 1.024 mmol), and 3-(2-fluoropyridin-3-yl)-1-methylcyclopentanol (200 mg, 1.024 mmol) followed by NMP (2049 μL). The slurry was heated to 200° C. for 3 h in an Initiator microwave reactor (Personal Chemistry, Biotage AB, Inc., Upssala, Sweden). The reaction mixture was diluted with ethyl acetate (35 mL) and washed with 5N NaOH (5×30 mL) before drying over magnesium sulfate, filtering, an... Reactants: FC1=CC=C(C=C1)C1OC2=CC=C(C=C2C(C1)O)O (2-(4-fluorophenyl)chroman-4,6-diol), OC=1C=C2C(CC(OC2=CC1)C1=CC(=CC=C1)O)=O (6-hydroxy-2-(3-hydroxyphenyl)chroman-4-one). Product: OC=1C=C(C=CC1)C1OC2=CC=C(C=C2C(C1)O)O (2-(3-Hydroxyphenyl)chroman-4,6-diol). Reaction SMILES: FC1C=CC(C2CC(O)C3C(=CC=C(O)C=3)O2)=CC=1.[OH:20][C:21]1[CH:22]=[C:23]2[C:28](=[CH:29][CH:30]=1)[O:27][CH:26]([C:31]1[CH:36]=[CH:35][CH:34]=[C:33]([OH:37])[CH:32]=1)[CH2:25][C:24]2=[O:38]>>[OH:37][C:33]1[CH:32]=[C:31]([CH:26]2[CH2:25][CH:24]([OH:38])[C:23]3[C:28](=[CH:29][CH:30]=[C:21]([OH:20])[CH:22]=3)[O:27]2)[CH:36]=[CH:35][CH:34]=1. Procedure: 2-(3-Hydroxyphenyl)chroman-4,6-diol was prepared as described for 2-(4-fluorophenyl)chroman-4,6-diol in Example 2(b) but starting from 6-hydroxy-2-(3-hydroxyphenyl)chroman-4-one. 1H NMR (400 MHz, d6-DMSO) δ: 9.43 (bs, 1H), 8.88 (bs, 1H), 7.19-7.15 (m, 1H), 6.87 (d, 1H, J 2.7 Hz), 6.84-6.82 (m, 2H), 6.72-6.69 (m, 1H), 6.58 (d, 1H, J 8.7 Hz), 6.53 (dd, 1H, J 2.7, 8.7), 5.01 (d, 1H, J 11.3 Hz), 4.86 (dd, 1H, J 6.2, 10.8 Hz), 2.25-2.19 (m, 1H), 1.88-1.75 (m, 1H). The reactants are Cl[C@@H]1CN(CC[C@@H]1NC(=O)C=1NC(=C(N1)Cl)CC)C(=O)OC(C)(C)C (tert-Butyl cis(±)-3-chloro-4-{[(4-chloro-5-ethyl-1H-imidazol-2-yl)carbonyl]amino}piperidine-1-carboxylate), C([O-])([O-])=O.[Na+].[Na+] (sodium carbonate), Cl.O1CCOCC1 (hydrochloric acid 1,4-dioxane), BrC=1SC(=C(N1)C)C(=O)OCC (ethyl 2-bromo-4-methyl-1,3-thiazole-5-carboxylate). Yields the product Cl[C@@H]1CN(CC[C@@H]1NC(=O)C=1NC(=C(N1)Cl)CC)C=1SC(=C(N1)C)C(=O)OCC (Ethyl cis(±)-2-(3-chloro-4-{[(4-chloro-5-ethyl-1H-imidazol-2-yl)carbonyl]amino}piperidin-1-yl)-4-methyl-1,3-thiazole-5-carboxylate). Isolated yield 40.4%. As a reaction SMILES: [Cl:1][C@H:2]1[C@@H:7]([NH:8][C:9]([C:11]2[NH:12][C:13]([CH2:17][CH3:18])=[C:14]([Cl:16])[N:15]=2)=[O:10])[CH2:6][CH2:5][N:4]([C:19](OC(C)(C)C)=O)[CH2:3]1.Cl.O1CCOCC1.BrC1[S:35][C:36]([C:40]([O:42][CH2:43][CH3:44])=[O:41])=[C:37]([CH3:39])[N:38]=1.C(=O)([O-])[O-].[Na+].[Na+]>>[Cl:1][C@H:2]1[C@@H:7]([NH:8][C:9]([C:11]2[NH:12][C:13]([CH2:17][CH3:18])=[C:14]([Cl:16])[N:15]=2)=[O:10])[CH2:6][CH2:5][N:4]([C:19]2[S:35][C:36]([C:40]([O:42][CH2:43][CH3:44])=[O:41])=[C:37]([CH3:39])[N:38]=2)[CH2:3]1 |f:1.2,4.5.6|. Procedure details: The same operation as in Example (196c) was performed using tert-butyl cis(±)-3-chloro-4-{[(4-chloro-5-ethyl-1H-imidazol-2-yl)carbonyl]amino}piperidine-1-carboxylate obtained in Example (198b) (101 mg, 0.258 mmol), 4 N hydrochloric acid/1,4-dioxane (2 mL), ethyl 2-bromo-4-methyl-1,3-thiazole-5-carboxylate (71.0 mg, 0.284 mmol) and sodium carbonate (547 mg, 5.16 mmol), to obtain 48 mg of the title compound (40%) as a pale yellow solid. Starting materials: O (H2O), CC1=CC=C(CC2(CCNCC2)O)C=C1 (4-(4-methyl-benzyl)-piperidin-4-ol), BrCCO (2-bromoethanol), C(=O)([O-])[O-].[K+].[K+] (K2CO3). Solvent: CC(CC)=O (2-butanone). Product: OCCN1CCC(CC1)(O)CC1=CC=C(C=C1)C (1-(2-hydroxy-ethyl)-4-(4-methyl-benzyl)-piperidin-4-ol). Yield: 69.0%. RXN SMILES: [CH3:1][C:2]1[CH:15]=[CH:14][C:5]([CH2:6][C:7]2([OH:13])[CH2:12][CH2:11][NH:10][CH2:9][CH2:8]2)=[CH:4][CH:3]=1.Br[CH2:17][CH2:18][OH:19].C([O-])([O-])=O.[K+].[K+].O>CC(=O)CC>[OH:19][CH2:18][CH2:17][N:10]1[CH2:9][CH2:8][C:7]([CH2:6][C:5]2[CH:4]=[CH:3][C:2]([CH3:1])=[CH:15][CH:14]=2)([OH:13])[CH2:12][CH2:11]1 |f:2.3.4|. Reported procedure: A mixture containing 4-(4-methyl-benzyl)-piperidin-4-ol (5.1 g, 25 mmol), 2-bromoethanol (1.8 ml, 25 mmol) and K2CO3 (5.2 g, 37.5 mmol) in 2-butanone (120 ml) was refluxed for 22 hours. H2O (30 ml) was added and the aqueous phase was extracted with ethylacetate. Combined organic phases were dried over Na2SO4, and concentrated. The residue was chromatographed over silica gel (CH2Cl2 --MeOH, 9:1 +NH4OH (1%)) to provide 1-(2-hydroxy-ethyl)-4-(4-methyl-benzyl)-piperidin-4-ol (4.3 g, 73%) as a yellow... Reactants: Cc1cc(C(F)(F)F)nn1CC(=O)N1CCC(C#N)CC1, CN(C)C=O, O, OCCNCCO, S. Yields the product Cc1cc(C(F)(F)F)nn1CC(=O)N1CCC(C(N)=S)CC1. As a reaction SMILES: [CH3:2][c:3]1[cH:4][c:5]([C:19]([F:20])([F:21])[F:22])[n:6][n:7]1[CH2:8][C:9](=[O:10])[N:11]1[CH2:12][CH2:13][CH:14]([C:17]#[N:18])[CH2:15][CH2:16]1.[CH3:31][N:32]([CH3:33])[CH:34]=[O:35].[OH2:30].[OH:23][CH2:24][CH2:25][NH:26][CH2:27][CH2:28][OH:29].[SH2:1]>>[S:1]=[C:17]([CH:14]1[CH2:13][CH2:12][N:11]([C:9]([CH2:8][n:7]2[c:3]([CH3:2])[cH:4][c:5]([C:19]([F:20])([F:21])[F:22])[n:6]2)=[O:10])[CH2:16][CH2:15]1)[NH2:18].